This data is from the Open Reaction Database (ORD), a public repository of structured organic reaction records. The task is: describe an organic reaction: reactants, conditions, products, and yield Reactants: BrCC(=O)OCC (Ethyl bromoacetate), Cl (hydrochloric acid), solution, C(CCC)[Li] (butyllithium), C(C1=CC=CC=C1)OC(=O)N1[C@@H](C[C@H](C1)OS(=O)(=O)C)CO ((2S,4R)-1-benzyloxycarbonyl-2-hydroxymethyl-4-methanesulfonyloxypyrrolidine). The solvent is CCCCCC (hexane). Product: C(C1=CC=CC=C1)OC(=O)N1[C@@H](C[C@H](C1)OS(=O)(=O)C)COCC(=O)OCC ((2S,4R)-1-benzyloxycarbonyl-2-(ethoxycarbonylmethyl)oxymethyl-4-methanesulfonyloxypyrrolidine). As a reaction SMILES: C([Li])CCC.[CH2:6]([O:13][C:14]([N:16]1[CH2:20][C@H:19]([O:21][S:22]([CH3:25])(=[O:24])=[O:23])[CH2:18][C@H:17]1[CH2:26][OH:27])=[O:15])[C:7]1[CH:12]=[CH:11][CH:10]=[CH:9][CH:8]=1.Br[CH2:29][C:30]([O:32][CH2:33][CH3:34])=[O:31].Cl>CCCCCC>[CH2:6]([O:13][C:14]([N:16]1[CH2:20][C@H:19]([O:21][S:22]([CH3:25])(=[O:24])=[O:23])[CH2:18][C@H:17]1[CH2:26][O:27][CH2:29][C:30]([O:32][CH2:33][CH3:34])=[O:31])=[O:15])[C:7]1[CH:8]=[CH:9][CH:10]=[CH:11][CH:12]=1. Reported procedure: A 1.6M solution (4.2 ml) of butyllithium in hexane was added to a solution of (2S,4R)-1-benzyloxycarbonyl-2-hydroxymethyl-4-methanesulfonyloxypyrrolidine (2.00 g) at -30°-20° C. with stirring in a stream of nitrogen and the mixture was stirred at the same temperature for 30 minutes. Ethyl bromoacetate (2.4 ml) was added to the mixture at -30°~-20° C. and the solution was stirred at 10-15° C. for 3 hours. The solution was poured into 0.1N hydrochloric acid (50 ml) extracted with ethyl acetate (50... Reactants: CC(C)(C)SCc1cc(NC(=O)C(C)(C)C)ccc1CO, COCCOC, BrP(Br)Br. Yields the product CC(C)(C)SCc1cc(NC(=O)C(C)(C)C)ccc1CBr. Reaction SMILES: [C:1]([CH3:2])([CH3:3])([CH3:4])[S:5][CH2:6][c:7]1[cH:8][c:9]([NH:15][C:16]([C:17]([CH3:18])([CH3:19])[CH3:20])=[O:21])[cH:10][cH:11][c:12]1[CH2:13][OH:14].[CH3:26][O:27][CH2:28][CH2:29][O:30][CH3:31].[P:22]([Br:23])([Br:24])[Br:25]>>[C:1]([CH3:2])([CH3:3])([CH3:4])[S:5][CH2:6][c:7]1[cH:8][c:9]([NH:15][C:16]([C:17]([CH3:18])([CH3:19])[CH3:20])=[O:21])[cH:10][cH:11][c:12]1[CH2:13][Br:23]. Starting materials: [OH-].[Mg+2].[OH-] (magnesium hydroxide), CP(OC)(OC)=O (dimethyl methylphosphonate). Product: 62.6, [Mg+2].COP([O-])(=O)C.COP([O-])(=O)C (monomethyl methylphosphonic acid magnesium salt). As a reaction SMILES: [OH-].[Mg+2:2].[OH-].[CH3:4][P:5](=[O:10])([O:8]C)[O:6][CH3:7]>>[Mg+2:2].[CH3:7][O:6][P:5]([CH3:4])(=[O:8])[O-:10].[CH3:7][O:6][P:5]([CH3:4])(=[O:8])[O-:10] |f:0.1.2,4.5.6|. Procedure: Using the procedure described in Example 1, 29.0 parts (0.5 mole) of finely divided magnesium hydroxide and 500 milliliters of dimethyl methylphosphonate are heated at reflux for 4 hours. The solid product is collected, washed with acetone and dried at 100° C. under vacuum to constant weight. There are obtained 62.6 parts of monomethyl methylphosphonic acid magnesium salt melting >230° C. and having micro analysis % Mg, 9.36; % P, 23.70; Calculated for C4H12O6P2Mg.H2O: % Mg, 9.23; % P, 23.85. RXN SMILES: [C:18](=[O:19])([O-:20])[O-:21].[C:1]([c:2]1[c:3]([OH:4])[cH:5][cH:6][cH:7][cH:8]1)(=[O:9])[O:10][CH3:11].[CH2:12]([CH2:13][CH3:14])[O:15][CH2:16][Cl:17].[CH3:24][CH2:25][O:26][C:27](=[O:28])[CH3:29].[CH3:30][N:31]([CH3:32])[CH:33]=[O:34].[K+:22].[K+:23]>>[C:1]([c:2]1[c:3]([O:4][CH2:16][O:15][CH2:12][CH2:13][CH3:14])[cH:5][cH:6][cH:7][cH:8]1)(=[O:9])[O:10][CH3:11]. Product: CCCOCOc1ccccc1C(=O)OC. Starting materials: O=C([O-])[O-], COC(=O)c1ccccc1O, CCCOCCl, CCOC(C)=O, CN(C)C=O, [K+], [K+].